Dataset: the Open Reaction Database (ORD), a public repository of structured organic reaction records. Task: describe an organic reaction: reactants, conditions, products, and yield Reactants: CN(C)C=O, CI, [Na+], [OH-], O, O=c1[nH]nc2n1C=Cc1ccccc1C2. The product is Cn1nc2n(c1=O)C=Cc1ccccc1C2. As a reaction SMILES: [CH3:16][N:17]([CH3:18])[CH:19]=[O:20].[CH3:23][I:24].[Na+:22].[OH-:21].[OH2:25].[n:1]1[nH:2][c:3](=[O:15])[n:4]2[c:5]1[CH2:6][c:7]1[c:8]([cH:11][cH:12][cH:13][cH:14]1)[CH:9]=[CH:10]2>>[n:1]1[n:2]([CH3:16])[c:3](=[O:15])[n:4]2[c:5]1[CH2:6][c:7]1[c:8]([cH:11][cH:12][cH:13][cH:14]1)[CH:9]=[CH:10]2.